Dataset: the Open Reaction Database (ORD), a public repository of structured organic reaction records. Task: describe an organic reaction: reactants, conditions, products, and yield Reactants: BrC=1C(=C(N(C1C(F)(F)F)CBr)C1=CC=C(C=C1)Cl)C#N (4-bromo-1-(bromomethyl)-2-(p-chlorophenyl)-5-(trifluoromethyl)pyrrole-3-carbonitrile), N1C(NC=C1)=S (4-imidazoline-2-thione). The solvent is C(C)(C)O (isopropanol). The product is Br.BrC=1C(=C(N(C1C(F)(F)F)CSC=1NC=CN1)C1=CC=C(C=C1)Cl)C#N (4-bromo-2-(p-chlorophenyl)-1-[(imidazol-2-ylthio)methyl]-5-trifluoromethylpyrrole-3-carbonitrile hydrobromide). Isolated yield 75.0%. As a reaction SMILES: [Br:1][C:2]1[C:3]([C:20]#[N:21])=[C:4]([C:13]2[CH:18]=[CH:17][C:16]([Cl:19])=[CH:15][CH:14]=2)[N:5]([CH2:11]Br)[C:6]=1[C:7]([F:10])([F:9])[F:8].[NH:22]1[CH:26]=[CH:25][NH:24][C:23]1=[S:27]>C(O)(C)C>[BrH:1].[Br:1][C:2]1[C:3]([C:20]#[N:21])=[C:4]([C:13]2[CH:18]=[CH:17][C:16]([Cl:19])=[CH:15][CH:14]=2)[N:5]([CH2:11][S:27][C:23]2[NH:22][CH:26]=[CH:25][N:24]=2)[C:6]=1[C:7]([F:10])([F:9])[F:8] |f:3.4|. Reported procedure: A mixture of 4-bromo-1-(bromomethyl)-2-(p-chlorophenyl)-5-(trifluoromethyl)pyrrole-3-carbonitrile (0.88g, 0.002 mol) and 4-imidazoline-2-thione (0.23g, 0.002 mol) in isopropanol is heated at reflux temperature for 3 hours, cooled to room temperature and filtered. The filtercake is washed with isopropanol and air-dried to give the title product as a white solid, 0.81 g (75% yield), mp 221°-223° C.(dec). Reactants: ClC1=C2C(NC(=N1)SC)=NC=C2 (4-chloro-2-methylthiopyrrolo[2,3-d]pyrimidine), C1(CCCC1)N (cyclopentylamine). The product is C1(CCCC1)NC1=C2C(NC(=N1)SC)=NC=C2 (4-(cyclopentylamino)-2-methylthiopyrrolo[2,3-d]pyrimidine). As a reaction SMILES: Cl[C:2]1[N:7]=[C:6]([S:8][CH3:9])[NH:5][C:4]2=[N:10][CH:11]=[CH:12][C:3]=12.[CH:13]1([NH2:18])[CH2:17][CH2:16][CH2:15][CH2:14]1>>[CH:13]1([NH:18][C:2]2[N:7]=[C:6]([S:8][CH3:9])[NH:5][C:4]3=[N:10][CH:11]=[CH:12][C:3]=23)[CH2:17][CH2:16][CH2:15][CH2:14]1. Procedure details: To 100 mg of 4-chloro-2-methylthiopyrrolo[2,3-d]pyrimidine was added 2 ml of cyclopentylamine. The solution was heated at reflux under nitrogen for 2 hours. The resulting dark oil was purified by chromatography on 30 g of Sephadex LH-20, elution with H2O and then with increasing concentrations of EtOH up to 40% EtOH. The appropriate fractions were combined and evaporated to dryness and the solid residue was crystallized from EtOH/H2O to afford tan crystals of product, yield 50 mg (40%), m.p. 190... Reactants: C(C1=CC=CC=C1)N1CCOC2=C1C=C(C=C2)CC2=C(C=CC(=C2)[C@@H]2O[C@@H]([C@H]([C@@H]([C@H]2OCC2=CC=CC=C2)OCC2=CC=CC=C2)OCC2=CC=CC=C2)COCC2=CC=CC=C2)Br (4-benzyl-6-[2-bromo-5-((2S,3S,4R,5R,6R)-3,4,5-tris-benzyloxy-6-benzyloxymethyl-tetrahydro-pyran-2-yl)-benzyl]-3,4-dihydro-2H-benzo[1,4]oxazine), C1(CC1)B(O)O (cyclopropylboronic acid), P(=O)([O-])([O-])[O-].[K+].[K+].[K+] (potassium phosphate), O (water). Reagents/catalysts: C(C)(=O)[O-].[Pd+2].C(C)(=O)[O-] (palladium (II) acetate). The solvent is C1(=CC=CC=C1)C.O (toluene water). Conditions: temperature 100 celsius. Yields the product C(C1=CC=CC=C1)N1CCOC2=C1C=C(C=C2)CC2=C(C=CC(=C2)[C@@H]2O[C@@H]([C@H]([C@@H]([C@H]2OCC2=CC=CC=C2)OCC2=CC=CC=C2)OCC2=CC=CC=C2)COCC2=CC=CC=C2)C2CC2 (4-benzyl-6-[2-cyclopropyl-5-((2S,3S,4R,5R,6R)-3,4,5-tris-benzyloxy-6-benzyloxymethyl-tetrahydro-pyran-2-yl)-benzyl]-3,4-dihydro-2H-benzo[1,4]oxazine). The yield is 95.0%. As a reaction SMILES: [CH2:1]([N:8]1[C:13]2[CH:14]=[C:15]([CH2:18][C:19]3[CH:24]=[C:23]([C@H:25]4[C@H:30]([O:31][CH2:32][C:33]5[CH:38]=[CH:37][CH:36]=[CH:35][CH:34]=5)[C@@H:29]([O:39][CH2:40][C:41]5[CH:46]=[CH:45][CH:44]=[CH:43][CH:42]=5)[C@H:28]([O:47][CH2:48][C:49]5[CH:54]=[CH:53][CH:52]=[CH:51][CH:50]=5)[C@@H:27]([CH2:55][O:56][CH2:57][C:58]5[CH:63]=[CH:62][CH:61]=[CH:60][CH:59]=5)[O:26]4)[CH:22]=[CH:21][C:20]=3Br)[CH:16]=[CH:17][C:12]=2[O:11][CH2:10][CH2:9]1)[C:2]1[CH:7]=[CH:6][CH:5]=[CH:4][CH:3]=1.[CH:65]1(B(O)O)[CH2:67][CH2:66]1.P([O-])([O-])([O-])=O.[K+].[K+].[K+].O>C1(C)C=CC=CC=1.O.C([O-])(=O)C.[Pd+2].C([O-])(=O)C>[CH2:1]([N:8]1[C:13]2[CH:14]=[C:15]([CH2:18][C:19]3[CH:24]=[C:23]([C@H:25]4[C@H:30]([O:31][CH2:32][C:33]5[CH:38]=[CH:37][CH:36]=[CH:35][CH:34]=5)[C@@H:29]([O:39][CH2:40][C:41]5[CH:46]=[CH:45][CH:44]=[CH:43][CH:42]=5)[C@H:28]([O:47][CH2:48][C:49]5[CH:54]=[CH:53][CH:52]=[CH:51][CH:50]=5)[C@@H:27]([CH2:55][O:56][CH2:57][C:58]5[CH:63]=[CH:62][CH:61]=[CH:60][CH:59]=5)[O:26]4)[CH:22]=[CH:21][C:20]=3[CH:65]3[CH2:67][CH2:66]3)[CH:16]=[CH:17][C:12]=2[O:11][CH2:10][CH2:9]1)[C:2]1[CH:7]=[CH:6][CH:5]=[CH:4][CH:3]=1 |f:2.3.4.5,7.8,9.10.11|. Procedure details: To a stirred solution of 4-benzyl-6-[2-bromo-5-((2S,3S,4R,5R,6R)-3,4,5-tris-benzyloxy-6-benzyloxymethyl-tetrahydro-pyran-2-yl)-benzyl]-3,4-dihydro-2H-benzo[1,4]oxazine (0.35 g, 0.38 mmol) in toluene:water (10:1 mixture, 10 mL) was added cyclopropylboronic acid (49.2 mg, 0.5731 mmol) tricyclohexylphosphine (26.7 mg, 0.0955 mmol), and potassium phosphate (0.28 g, 1.34 mmol). The reaction mixture was degassed for 45 min then palladium (II) acetate (8.5 mg, 0.03821 mmol) was added. After heating ove... Reactants: O=C(O)C1(CNOCc2ccccc2)CCCCCC1, CC(=O)OC(C)=O, O=CO, ClCCl. Yields the product O=CN(CC1(C(=O)O)CCCCCC1)OCc1ccccc1. Reaction SMILES: [CH2:11]([c:12]1[cH:13][cH:14][cH:15][cH:16][cH:17]1)[O:18][NH:19][CH2:20][C:21]1([C:28](=[O:29])[OH:30])[CH2:22][CH2:23][CH2:24][CH2:25][CH2:26][CH2:27]1.[CH3:4][C:5]([O:6][C:7](=[O:8])[CH3:9])=[O:10].[CH:1](=[O:2])[OH:3].[Cl:31][CH2:32][Cl:33]>>[CH:1](=[O:2])[N:19]([O:18][CH2:11][c:12]1[cH:13][cH:14][cH:15][cH:16][cH:17]1)[CH2:20][C:21]1([C:28](=[O:29])[OH:30])[CH2:22][CH2:23][CH2:24][CH2:25][CH2:26][CH2:27]1. Reactants: FC(C(=O)O)(F)F (2,2,2-Trifluoroacetic acid), N1(C=NC=C1)C1=NC(=CC(=N1)C1N(CCC1C(NC)=O)C(=O)OC(C)(C)C)C (tert-butyl 2-(2-(1H-imidazol-1-yl)-6-methylpyrimidin-4-yl)-3-(methylcarbamoyl)pyrrolidine-1-carboxylate), C(=O)([O-])[O-].[Na+].[Na+] (Na2CO3). Solvent: C(Cl)Cl (CH2Cl2). Yields the product N1(C=NC=C1)C1=NC(=CC(=N1)C1NCCC1C(=O)NC)C (2-(2-(1H-imidazol-1-yl)-6-methylpyrimidin-4-yl)-N-methylpyrrolidine-3-carboxamide). Yield: 43.2%. As a reaction SMILES: FC(F)(F)C(O)=O.[N:8]1([C:13]2[N:18]=[C:17]([CH:19]3[CH:23]([C:24](=[O:27])[NH:25][CH3:26])[CH2:22][CH2:21][N:20]3C(OC(C)(C)C)=O)[CH:16]=[C:15]([CH3:35])[N:14]=2)[CH:12]=[CH:11][N:10]=[CH:9]1.C([O-])([O-])=O.[Na+].[Na+]>C(Cl)Cl>[N:8]1([C:13]2[N:18]=[C:17]([CH:19]3[CH:23]([C:24]([NH:25][CH3:26])=[O:27])[CH2:22][CH2:21][NH:20]3)[CH:16]=[C:15]([CH3:35])[N:14]=2)[CH:12]=[CH:11][N:10]=[CH:9]1 |f:2.3.4|. Procedure: 2,2,2-Trifluoroacetic acid (20.0 mL, 269 mmol) was added dropwise over 5 minutes to a 0° C. solution of tert-butyl 2-(2-(1H-imidazol-1-yl)-6-methylpyrimidin-4-yl)-3-(methylcarbamoyl)pyrrolidine-1-carboxylate (720 mg, 1.86 mmol) in CH2Cl2 (20 mL). The reaction mixture was warmed to rt over 30 minutes then brought to pH=8 with Na2CO3 (400 mL, sat. aqueous solution). The mixture was extracted with CH2Cl2 (5×30 mL), the combined organic layers were dried over Na2SO4, filtered and concentrated under ... The reactants are O (water), C(=O)(OC)C1C(CCC2=CC=CC=C12)=O (1-carbomethoxy-2-oxo-1,2,3,4-tetrahydronaphthalene), C(C(C)C)(=O)O (isobutyric acid), C(C1=CC=CC=C1)N (benzylamine). Solvent: C1(=CC=CC=C1)C (toluene). The product is C(=O)(OC)C1=C(CCC2=CC=CC=C12)NCC1=CC=CC=C1 (1-Carbomethoxy-2-benzylamino-3,4-dihydronaphthalene). The yield is 102.4%. Reaction SMILES: [C:1]([CH:5]1[C:14]2[C:9](=[CH:10][CH:11]=[CH:12][CH:13]=2)[CH2:8][CH2:7][C:6]1=O)([O:3][CH3:4])=[O:2].C(O)(=O)C(C)C.[CH2:22]([NH2:29])[C:23]1[CH:28]=[CH:27][CH:26]=[CH:25][CH:24]=1.O>C1(C)C=CC=CC=1>[C:1]([C:5]1[C:14]2[C:9](=[CH:10][CH:11]=[CH:12][CH:13]=2)[CH2:8][CH2:7][C:6]=1[NH:29][CH2:22][C:23]1[CH:28]=[CH:27][CH:26]=[CH:25][CH:24]=1)([O:3][CH3:4])=[O:2]. Procedure: To a solution of 1-carbomethoxy-2-oxo-1,2,3,4-tetrahydronaphthalene (10.2 g) and isobutyric acid (4.84 g) in toluene (150 mL) stirring at room temperature under argon, was added benzylamine (5.35 g). The resulting mixture was heated to reflux for 2 h with water removal using a Dean-Stark trap. The solvent was then evaporated under vacuum to provide the title compound (15 g) as a yellow gum.